From a dataset of the Open Reaction Database (ORD), a public repository of structured organic reaction records. describe an organic reaction: reactants, conditions, products, and yield Reactants: O=C([O-])[O-], COc1ccc(C2=NN(C3CCN(C(=O)c4cccc(O)c4)CC3)C(=O)C2(C)C)cc1OC, FC(F)(F)CI, [K+], [K+], CN(C)C=O. The product is COc1ccc(C2=NN(C3CCN(C(=O)c4cccc(OCC(F)(F)F)c4)CC3)C(=O)C2(C)C)cc1OC. Reaction SMILES: [C:34](=[O:35])([O-:36])[O-:37].[CH3:1][O:2][c:3]1[cH:4][c:5]([C:11]2=[N:15][N:14]([CH:16]3[CH2:17][CH2:18][N:19]([C:22](=[O:23])[c:24]4[cH:25][c:26]([OH:30])[cH:27][cH:28][cH:29]4)[CH2:20][CH2:21]3)[C:13](=[O:31])[C:12]2([CH3:32])[CH3:33])[cH:6][cH:7][c:8]1[O:9][CH3:10].[F:40][C:41]([CH2:42][I:43])([F:44])[F:45].[K+:38].[K+:39].[O:46]=[CH:47][N:48]([CH3:49])[CH3:50]>>[CH3:1][O:2][c:3]1[cH:4][c:5]([C:11]2=[N:15][N:14]([CH:16]3[CH2:17][CH2:18][N:19]([C:22](=[O:23])[c:24]4[cH:25][c:26]([O:30][CH2:42][C:41]([F:40])([F:44])[F:45])[cH:27][cH:28][cH:29]4)[CH2:20][CH2:21]3)[C:13](=[O:31])[C:12]2([CH3:32])[CH3:33])[cH:6][cH:7][c:8]1[O:9][CH3:10]. The reactants are C(C)(=O)[O-].[NH4+] (Ammonium acetate), [Na] (Sodium), C(C)O (ethanol), OC=1C=C(C=CC(=O)O)C=CC1 (3-hydroxycinnamic acid), BrC(C(=O)C1=CC=CC=C1)OC1=CC=CC=C1 (2-bromo-2-phenoxyacetophenone). Reagents/catalysts: OS(=O)(=O)O (H2SO4). Run in C(C)(=O)O (acetic acid), O (water), O (water). Conditions: time 5 minute. Product: C1(=CC=CC=C1)C=1N=C(OC1C1=CC=CC=C1)C=CC=1C=C(C=CC1)O (3-[2-(4,5-diphenyl2-oxazolyl)ethenyl]phenol). RXN SMILES: [Na].O[C:3]1[CH:4]=[C:5]([CH:11]=[CH:12][CH:13]=1)C=CC(O)=O.Br[CH:15]([O:24][C:25]1[CH:30]=[CH:29][CH:28]=[CH:27][CH:26]=1)[C:16]([C:18]1[CH:23]=[CH:22][CH:21]=[CH:20][CH:19]=1)=O.[C:31]([O-:34])(=O)[CH3:32].[NH4+:35].[CH2:36](O)C>OS(O)(=O)=O.O.C(O)(=O)C>[C:18]1([C:16]2[N:35]=[C:25]([CH:30]=[CH:29][C:28]3[CH:36]=[C:31]([OH:34])[CH:32]=[CH:26][CH:27]=3)[O:24][C:15]=2[C:3]2[CH:4]=[CH:5][CH:11]=[CH:12][CH:13]=2)[CH:19]=[CH:20][CH:21]=[CH:22][CH:23]=1 |f:3.4,^1:0|. Procedure: Sodium metal (1.68 g, 73 mg atom) was dissolved in ethanol (160 mL) and 3-hydroxycinnamic acid (10 g, 6 mmol) added. After stirring for 5 minutes, concentrated H2SO4 (4 drops) was added followed by 2-bromo-2-phenoxyacetophenone (16.76 g, 6 mmol) and the mixture heated to reflux. After 135 minutes, the mixture was cooled, diluted with water and extracted with CH2Cl2. The combined extracts were dried over sodium sulfate and concentrated to leave an oil which was dissolved in acetic acid (110 mL). ... The reactants are N1=C(C=CC=C1)N1CCN(CC1)CC(CSC1=C2NC=NC2=NC=N1)OC(C)=O (6-[1-[1-[2-pyridyl)piperazin-4-yl]-2-acetoxy-3-propanylthio]purine), C([O-])(O)=O.[Na+] (sodium bicarbonate), CO (methanol). Run in C(Cl)Cl (methylene chloride). The product is O.N1=C(C=CC=C1)N1CCN(CC1)CC(CSC1=C2NC=NC2=NC=N1)O (6-[1-[1-[2-Pyridyl)piperazin-4-yl]-2-hydroxy-3-propanylthio]purine Monohydrate). Yield: 184.2%. RXN SMILES: [N:1]1[CH:6]=[CH:5][CH:4]=[CH:3][C:2]=1[N:7]1[CH2:12][CH2:11][N:10]([CH2:13][CH:14]([O:26]C(=O)C)[CH2:15][S:16][C:17]2[N:25]=[CH:24][N:23]=[C:22]3[C:18]=2[NH:19][CH:20]=[N:21]3)[CH2:9][CH2:8]1.C(=O)(O)[O-].[Na+].CO>C(Cl)Cl>[OH2:26].[N:1]1[CH:6]=[CH:5][CH:4]=[CH:3][C:2]=1[N:7]1[CH2:8][CH2:9][N:10]([CH2:13][CH:14]([OH:26])[CH2:15][S:16][C:17]2[N:25]=[CH:24][N:23]=[C:22]3[C:18]=2[NH:19][CH:20]=[N:21]3)[CH2:11][CH2:12]1 |f:1.2,5.6|. Procedure details: To 6-[1-[1-[2-pyridyl)piperazin-4-yl]-2-acetoxy-3-propanylthio]purine (0.30 g, 0.725 mmol) from Example 8in methanol (5 mL), was added anhydrous sodium bicarbonate (0.10 g, 0.725 mmol) at room temperature. After one week the methanol was removed in vacuo to give the crude product as a white solid. Silica gel flash chromatography using 10% methanol:methylene chloride gave the pure product as a white solid (0.260 g, 96.6%). mp 159°-161° C. DCI/MS (M+1) 372. 300 MHz1H NMR (DMSO-d6 and D2O) δ: 8.6 (... Reactants: O([Si](C1=CC=CC=C1)(C1=CC=CC=C1)C(C)(C)C)CC(CCCC(C)(O)C1CCC(O1)(O)CBr)C (7-t-butyldiphenylsiloxy-2-[2-bromomethyl-2-hydroxy-tetrahydrofuran-5-yl]-6-methyl-heptan-2-ol), C(C1=CC=CC=C1)OCC(CCCC(C)(O)C1CCC(O1)(OC)CBr)C (7-benzyloxy-2-[2-bromomethyl-2-methoxy-tetrahydrofuran-5-yl]-6-methyl-heptan-2-ol). Yields the product O([Si](C1=CC=CC=C1)(C1=CC=CC=C1)C(C)(C)C)CC(CCCC(C)(O)C1CCC(O1)(OC)CBr)C (7-t-Butyldiphenylsiloxy-2-[2-bromomethyl-2-methoxy-tetrahydrofuran-5-yl]-6-methyl-heptan-2-ol), oil. RXN SMILES: [O:1]([CH2:19][CH:20]([CH3:35])[CH2:21][CH2:22][CH2:23][C:24]([CH:27]1[O:31][C:30]([CH2:33][Br:34])([OH:32])[CH2:29][CH2:28]1)([OH:26])[CH3:25])[Si:2]([C:15]([CH3:18])([CH3:17])[CH3:16])([C:9]1[CH:14]=[CH:13][CH:12]=[CH:11][CH:10]=1)[C:3]1[CH:8]=[CH:7][CH:6]=[CH:5][CH:4]=1.[CH2:36](OCC(C)CCCC(C1OC(CBr)(OC)CC1)(O)C)C1C=CC=CC=1>>[O:1]([CH2:19][CH:20]([CH3:35])[CH2:21][CH2:22][CH2:23][C:24]([CH:27]1[O:31][C:30]([CH2:33][Br:34])([O:32][CH3:36])[CH2:29][CH2:28]1)([OH:26])[CH3:25])[Si:2]([C:15]([CH3:18])([CH3:16])[CH3:17])([C:9]1[CH:14]=[CH:13][CH:12]=[CH:11][CH:10]=1)[C:3]1[CH:8]=[CH:7][CH:6]=[CH:5][CH:4]=1. Procedure details: 7-t-Butyldiphenylsiloxy-2-[2-bromomethyl-2-methoxy-tetrahydrofuran-5-yl]-6-methyl-heptan-2-ol is prepared as a mixture of cis:trans isomers by employing 7-t-butyldiphenylsiloxy-2-[2-bromomethyl-2-hydroxy-tetrahydrofuran-5-yl]-6-methyl-heptan-2-ol (1.33 g) in place of 7-benzyloxy-2-(2-bromomethyl-2-hydroxy-tetrahydrofuran-5-yl)-6-methyl-heptan-2-ol in the process for the preparation of 7-benzyloxy-2-[2-bromomethyl-2-methoxy-tetrahydrofuran-5-yl]-6-methyl-heptan-2-ol. The mixture of cis and trans ... Reactants: C(C)OC1(OC2=C(O1)C=CC=C2O)C (2-Ethoxy-2-methyl-4-hydroxy-1,3-benzodioxole), ( 10g ), CN(C(=O)Cl)C (Dimethylcarbamoylchloride), C([O-])([O-])=O.[K+].[K+] (potassium carbonate). Solvent: CC(=O)C (acetone). Yields the product CN(C(OC1=CC=CC=2OC(OC21)(C)OCC)=O)C (2-ethoxy-2-methyl-1,3-benzodioxol-4-yl dimethylcarbamate). The yield is 77.0%. Reaction SMILES: [CH2:1]([O:3][C:4]1([CH3:14])[O:8][C:7]2[CH:9]=[CH:10][CH:11]=[C:12]([OH:13])[C:6]=2[O:5]1)[CH3:2].[CH3:15][N:16]([CH3:20])[C:17](Cl)=[O:18].C(=O)([O-])[O-].[K+].[K+]>CC(C)=O>[CH3:15][N:16]([CH3:20])[C:17](=[O:18])[O:13][C:12]1[C:6]2[O:5][C:4]([O:3][CH2:1][CH3:2])([CH3:14])[O:8][C:7]=2[CH:9]=[CH:10][CH:11]=1 |f:2.3.4|. Procedure details: 2-Ethoxy-2-methyl-4-hydroxy-1,3-benzodioxole, prepared as in Example 1, (10g) was dissolved in dry acetone (100 ml). Dimethylcarbamoylchloride (8g) and potassium carbonate (12g) were added and the mixture stirred and heated under reflux for six hours. The mixture was then filtered and the solvent evaporated from the filtrate under reduced pressure. Distillation of the residue gave 2-ethoxy-2-methyl-1,3-benzodioxol-4-yl dimethylcarbamate (9.5g, 77% yield), boiling oint 120°-124° C/0.3 mmHg.